Dataset: the Open Reaction Database (ORD), a public repository of structured organic reaction records. Task: describe an organic reaction: reactants, conditions, products, and yield The reactants are Cl.C(C)(OCC)=N (ethyl acetimidate hydrochloride), FC(CN)(F)F (2,2,2-trifluoroethylamine), C1(CC1)N1C(=NC=C1C=O)C (3-cyclopropyl-2-methyl-3H-imidazole-4-carbaldehyde). Yields the product CC1=NC=C(N1CC(F)(F)F)C=O (2-Methyl-3-(2,2,2-trifluoro-ethyl)-3H-imidazole-4-carbaldehyde). As a reaction SMILES: Cl.C(=N)(OCC)C.[F:8][C:9]([F:13])([F:12])[CH2:10][NH2:11].C1(N2[C:21]([CH:22]=[O:23])=[CH:20][N:19]=[C:18]2[CH3:24])CC1>>[CH3:24][C:18]1[N:11]([CH2:10][C:9]([F:13])([F:12])[F:8])[C:21]([CH:22]=[O:23])=[CH:20][N:19]=1 |f:0.1|. Procedure: 2-Methyl-3-(2,2,2-trifluoro-ethyl)-3H-imidazole-4-carbaldehyde was prepared from ethyl acetimidate hydrochloride and 2,2,2-trifluoroethylamine in the same manner as 3-cyclopropyl-2-methyl-3H-imidazole-4-carbaldehyde (Example 45). Starting materials: [OH-].[Na+] (sodium hydroxide), Cl.COC=1C=C(C=CC1)C1CNCCC1 (3-(3-methoxyphenyl)piperidine hydrochloride). Run in ClCCl (dichloromethane). Product: COC=1C=C(C=CC1)C1CNCCC1 (3-(3-Methoxyphenyl)piperidine). Yield: 100.0%. As a reaction SMILES: [OH-].[Na+].Cl.[CH3:4][O:5][C:6]1[CH:7]=[C:8]([CH:12]2[CH2:17][CH2:16][CH2:15][NH:14][CH2:13]2)[CH:9]=[CH:10][CH:11]=1>ClCCl>[CH3:4][O:5][C:6]1[CH:7]=[C:8]([CH:12]2[CH2:17][CH2:16][CH2:15][NH:14][CH2:13]2)[CH:9]=[CH:10][CH:11]=1 |f:0.1,2.3|. Reported procedure: To a stirred mixture of 100 ml of 10% aqueous sodium hydroxide and 100 ml of dichloromethane was added 15 g of 3-(3-methoxyphenyl)piperidine hydrochloride. After a few minutes, the layers were separated and the organic layer was dried using potassium carbonate. Evaporation of the dichloromethane solution then afforded 12.6 g of the title compound as an oil. The reactants are C(C)OP(OCC)(=O)C=1C(NC2=CC(=C(C=C2C1)S(=O)(=O)Cl)Cl)=O ((7-Chloro-6-chlorosulphonyl-2-oxo-1,2-dihydro-3-quinolyl)phosphonic Acid Diethyl Ester), C(CC)N (n-propylamine). Solvent: C(C)#N (acetonitrile), CCOCC (ether). Conditions: time 3 hour. Yields the product C(C)OP(OCC)(=O)C=1C(NC2=CC(=C(C=C2C1)S(=O)(=O)NCCC)Cl)=O (7-Chloro-2-oxo-6-[(n-propylamino)sulphonyl]-1,2-dihydro-3-quinolylphosphonic Acid Diethyl Ester). RXN SMILES: [CH2:1]([O:3][P:4]([C:9]1[C:10](=[O:24])[NH:11][C:12]2[C:17]([CH:18]=1)=[CH:16][C:15]([S:19](Cl)(=[O:21])=[O:20])=[C:14]([Cl:23])[CH:13]=2)(=[O:8])[O:5][CH2:6][CH3:7])[CH3:2].[CH2:25]([NH2:28])[CH2:26][CH3:27]>C(#N)C.CCOCC>[CH2:1]([O:3][P:4]([C:9]1[C:10](=[O:24])[NH:11][C:12]2[C:17]([CH:18]=1)=[CH:16][C:15]([S:19]([NH:28][CH2:25][CH2:26][CH3:27])(=[O:21])=[O:20])=[C:14]([Cl:23])[CH:13]=2)(=[O:8])[O:5][CH2:6][CH3:7])[CH3:2]. Procedure: A suspension of the compound obtained in Step E (1.26 g, 3.0 mmol) with n-propylamine (9.0 mmol) in 30 ml of acetonitrile is stirred for 3 hours. Evaporation to dryness is carried out, the residue is then taken up in 1N HCl and extraction is carried out with ethyl acetate. Drying over MgSO4 and evaporation of the organic phase yield a residue which is taken up in ether and filtered to yield the title product. Starting materials: C=1C=C[NH+]=CC1.[O-][Cr](=O)(=O)Cl (PCC), COC(CN1C(COC2=C1C=C(C=C2)CO)=O)=O (methyl-[6-(hydroxymethyl)-3-oxo-2,3-dihydro-4H-1,4-benzoxazin-4-yl]acetate). Solvent: C(Cl)Cl (CH2Cl2), C(Cl)Cl (CH2Cl2). Conditions: temperature 0 celsius, time 2 hour. The product is COC(CN1C(COC2=C1C=C(C=C2)C=O)=O)=O (Methyl-[6-(Formyl)-3-oxo-2,3-dihydro-4H-1,4-benzoxazin-4-yl]acetate). Reaction SMILES: C1C=C[NH+]=CC=1.[O-][Cr](Cl)(=O)=O.[CH3:12][O:13][C:14](=[O:29])[CH2:15][N:16]1[C:21]2[CH:22]=[C:23]([CH2:26][OH:27])[CH:24]=[CH:25][C:20]=2[O:19][CH2:18][C:17]1=[O:28]>C(Cl)Cl>[CH3:12][O:13][C:14](=[O:29])[CH2:15][N:16]1[C:21]2[CH:22]=[C:23]([CH:26]=[O:27])[CH:24]=[CH:25][C:20]=2[O:19][CH2:18][C:17]1=[O:28] |f:0.1|. Reported procedure: A mixture of PCC (4.2 g, 0.019 mol) and celite (4 g) in dry CH2Cl2 (100 mL) was cooled to 0° C. and slowly added a solution of methyl-[6-(hydroxymethyl)-3-oxo-2,3-dihydro-4H-1,4-benzoxazin-4-yl]acetate (1.2 g, 0.0048 mol) in CH2Cl2 (30 mL) under N2. The reaction mixture was stirred at RT for 2 h, passed through celite, washed with CH2Cl2 (50 mL) and concentrated to give crude product, which was purified on silica gel affording 1.05 g (87%). Reactants: CCCCCCCCCCCCC(O)c1ccoc1[Si](CC)(CC)CC, [N-]=[N+]=NP(=O)(c1ccccc1)c1ccccc1. The product is CCCCCCCCCCCCC(N=[N+]=[N-])c1ccoc1[Si](CC)(CC)CC. RXN SMILES: [OH:1][CH:2]([CH2:3][CH2:4][CH2:5][CH2:6][CH2:7][CH2:8][CH2:9][CH2:10][CH2:11][CH2:12][CH2:13][CH3:14])[c:15]1[c:16]([Si:20]([CH2:21][CH3:22])([CH2:23][CH3:24])[CH2:25][CH3:26])[o:17][cH:18][cH:19]1.[c:27]1([P:28]([c:29]2[cH:30][cH:31][cH:32][cH:33][cH:34]2)(=[O:35])[N:41]=[N+:42]=[N-:43])[cH:36][cH:37][cH:38][cH:39][cH:40]1>>[CH:2]([CH2:3][CH2:4][CH2:5][CH2:6][CH2:7][CH2:8][CH2:9][CH2:10][CH2:11][CH2:12][CH2:13][CH3:14])([c:15]1[c:16]([Si:20]([CH2:21][CH3:22])([CH2:23][CH3:24])[CH2:25][CH3:26])[o:17][cH:18][cH:19]1)[N:41]=[N+:42]=[N-:43].